This data is from the Open Reaction Database (ORD), a public repository of structured organic reaction records. The task is: describe an organic reaction: reactants, conditions, products, and yield Reactants: C(=O)(O)C=1C=C2CCC(NC2=CC1)=O (6-carboxy-3,4-dihydrocarbostyril), Cl (hydrochloride), C(C)O.Cl (ethanol hydrochloric acid), S(=O)(Cl)Cl (thionyl chloride), C(\C=C(/C)\CCC=C(C)C)N1CCNCC1 (geranylpiperazine). The solvent is N1=CC=CC=C1 (pyridine), C(Cl)Cl (methylene chloride), C(Cl)Cl (methylene chloride). Run at time 4 hour. The product is Cl.C(\C=C(/C)\CCC=C(C)C)N1CCN(CC1)C(=O)C=1C=C2CCC(NC2=CC1)=O (6-(4-geranyl-1-piperazinylcarbonyl)-3,4-dihydrocarbostyril hydrochloride). As a reaction SMILES: [C:1]([C:4]1[CH:5]=[C:6]2[C:11](=[CH:12][CH:13]=1)[NH:10][C:9](=[O:14])[CH2:8][CH2:7]2)([OH:3])=O.S(Cl)([Cl:17])=O.[CH2:19]([N:29]1[CH2:34][CH2:33][NH:32][CH2:31][CH2:30]1)/[CH:20]=[C:21](/[CH2:23][CH2:24][CH:25]=[C:26]([CH3:28])[CH3:27])\[CH3:22].Cl.C(O)C.Cl>C(Cl)Cl.N1C=CC=CC=1>[ClH:17].[CH2:19]([N:29]1[CH2:30][CH2:31][N:32]([C:1]([C:4]2[CH:5]=[C:6]3[C:11](=[CH:12][CH:13]=2)[NH:10][C:9](=[O:14])[CH2:8][CH2:7]3)=[O:3])[CH2:33][CH2:34]1)/[CH:20]=[C:21](/[CH2:23][CH2:24][CH:25]=[C:26]([CH3:27])[CH3:28])\[CH3:22] |f:4.5,8.9|. Reported procedure: 1.9 Grams of 6-carboxy-3,4-dihydrocarbostyril was suspended in 200 ml of methylene chloride, then 2 ml of pyridine was added thereto. The mixture was kept at 0°-20° C., under stirring condition, 1.4 g of thionyl chloride was added dropwise. After the dropwise addition was finished, the whole reaction mixture was stirred for 1 hour at the same temperature, and 10 ml of methylene chloride containing 2.19 g of geranylpiperazine was added dropwise. After the dropwise addition was finished, the react... The reactants are CN(C)C=O, CCI, [K+], [K+], O=C([O-])[O-], OCC1COCCN1, O. Yields the product CCN1CCOCC1CO. RXN SMILES: [CH3:18][N:19]([CH3:20])[CH:21]=[O:22].[I:9][CH2:10][CH3:11].[K+:12].[K+:13].[O-:14][C:15]([O-:16])=[O:17].[O:1]1[CH2:2][CH:3]([CH2:7][OH:8])[NH:4][CH2:5][CH2:6]1.[OH2:23]>>[O:1]1[CH2:2][CH:3]([CH2:7][OH:8])[N:4]([CH2:10][CH3:11])[CH2:5][CH2:6]1.